From a dataset of the Open Reaction Database (ORD), a public repository of structured organic reaction records. describe an organic reaction: reactants, conditions, products, and yield The reactants are CCCCCCCCCCCCCCN, CCCCCCCCCCN, CCCCCCCCCCCCCCCCCCN. Yields the product CCCCCCCCCCCCN. RXN SMILES: [CH2:12]([CH2:13][CH2:14][CH2:15][CH2:16][CH2:17][CH2:18][CH2:19][CH2:20][CH2:21][CH2:22][CH2:23][CH2:24][CH3:25])[NH2:26].[CH2:1]([NH2:2])[CH2:3][CH2:4][CH2:5][CH2:6][CH2:7][CH2:8][CH2:9][CH2:10][CH3:11].[CH2:27]([NH2:28])[CH2:29][CH2:30][CH2:31][CH2:32][CH2:33][CH2:34][CH2:35][CH2:36][CH2:37][CH2:38][CH2:39][CH2:40][CH2:41][CH2:42][CH2:43][CH2:44][CH3:45]>>[CH2:12]([CH2:13][CH2:14][CH2:15][CH2:16][CH2:17][CH2:18][CH2:19][CH2:20][CH2:21][CH2:22][CH3:23])[NH2:26].